Task: describe an organic reaction: reactants, conditions, products, and yield. Dataset: the Open Reaction Database (ORD), a public repository of structured organic reaction records Starting materials: CO.C(C)(=O)OCC (methanol ethyl acetate), COC=1C=C(C(=O)N2CC(CC2)(C2=CC=CC=C2)CCN2CCC(CC2)C(=O)C2=NC3=C(N2)C=CC=C3)C=C(C1OC)OC (1-(3,4,5-trimethoxy-benzoyl)-3-[2-[4-[1 H-benzoimidazole-2-carbonyl]-piperidin-1-yl]-ethyl]-3-phenyl-pyrrolidine), C(C)OCCCl (2-chloroethyl ethyl ether), N12CCCCCC2=NCCC1 (1,8-diazabicyclo[5.4.0]undec-7-ene). The solvent is C(C)#N (acetonitrile), C(C)(=O)OCC (ethyl acetate). Conditions: time 18 hour. Product: COC=1C=C(C(=O)N2CC(CC2)(C2=CC=CC=C2)CCN2CCC(CC2)C(=O)C2=NC3=C(N2CCOCC)C=CC=C3)C=C(C1OC)OC (1-(3,4,5-Trimethoxy-benzoyl)-3-[2-[4-[1-(2-ethoxy-ethyl)-1 H-benzoimidazole-2-carbonyl]-piperidin-1-yl]-ethyl]-3-phenyl-pyrrolidine). As a reaction SMILES: [CH3:1][O:2][C:3]1[CH:4]=[C:5]([CH:38]=[C:39]([O:43][CH3:44])[C:40]=1[O:41][CH3:42])[C:6]([N:8]1[CH2:12][CH2:11][C:10]([CH2:19][CH2:20][N:21]2[CH2:26][CH2:25][CH:24]([C:27]([C:29]3[NH:33][C:32]4[CH:34]=[CH:35][CH:36]=[CH:37][C:31]=4[N:30]=3)=[O:28])[CH2:23][CH2:22]2)([C:13]2[CH:18]=[CH:17][CH:16]=[CH:15][CH:14]=2)[CH2:9]1)=[O:7].[CH2:45]([O:47][CH2:48][CH2:49]Cl)[CH3:46].N12CCCN=C1CCCCC2.CO.C(OCC)(=O)C>C(#N)C.C(OCC)(=O)C>[CH3:1][O:2][C:3]1[CH:4]=[C:5]([CH:38]=[C:39]([O:43][CH3:44])[C:40]=1[O:41][CH3:42])[C:6]([N:8]1[CH2:12][CH2:11][C:10]([CH2:19][CH2:20][N:21]2[CH2:26][CH2:25][CH:24]([C:27]([C:29]3[N:30]([CH2:46][CH2:45][O:47][CH2:48][CH3:49])[C:31]4[CH:37]=[CH:36][CH:35]=[CH:34][C:32]=4[N:33]=3)=[O:28])[CH2:23][CH2:22]2)([C:13]2[CH:14]=[CH:15][CH:16]=[CH:17][CH:18]=2)[CH2:9]1)=[O:7] |f:3.4|. Reported procedure: Combine 1-(3,4,5-trimethoxy-benzoyl)-3-[2-[4-[1 H-benzoimidazole-2-carbonyl]-piperidin-1-yl]-ethyl]-3-phenyl-pyrrolidine (0.81 g, 1.36 mmol), 2-chloroethyl ethyl ether (0.59 g, 5.44 mmol), and 1,8-diazabicyclo[5.4.0]undec-7-ene (1.66 g, 10.88 mmol) in acetonitrile (16 mL). Heat to reflux. After 18 hours, cool to ambient temperature and dilute the reaction mixture with ethyl acetate. Extract twice with saturated aqueous solution of ammonium chloride, 5% aqueous solution of sodium bicarbonate, wat... Starting materials: N#Cc1cc(Br)ccc1F, CC(C)(C)CO, [H-], [Na+], CN(C)C=O. Product: CC(C)(C)COc1ccc(Br)cc1C#N. Reaction SMILES: [Br:9][c:10]1[cH:11][cH:12][c:13]([F:18])[c:14]([C:15]#[N:16])[cH:17]1.[CH3:1][C:2]([CH2:3][OH:4])([CH3:5])[CH3:6].[H-:7].[Na+:8].[O:19]=[CH:20][N:21]([CH3:22])[CH3:23]>>[CH3:1][C:2]([CH2:3][O:4][c:13]1[cH:12][cH:11][c:10]([Br:9])[cH:17][c:14]1[C:15]#[N:16])([CH3:5])[CH3:6]. Reactants: C(C)OC(C(=C1CC(C2=CC(=C(C=C12)OC)OC)(C)C)C#N)=O (Cyano-(2,3-dihydro-5,6-dimethoxy-3,3-dimethyl-1H-inden-1-ylidene)acetic Acid Ethyl Ester), [C-]#N.[Na+] (sodium cyanide), CN(C=O)C (dimethyl formamide), NaH2PO4. Reaction conditions: temperature 100 celsius, time 40 hour. The product is COC1=C(C=C2C(CC(C2=C1)=O)(C)C)O (6-Methoxy-3,3-dimethyl-5-hydroxy-indan-1-one). RXN SMILES: C(OC(=O)C(C#N)=[C:6]1[C:14]2[C:9](=[CH:10][C:11]([O:17]C)=[C:12]([O:15][CH3:16])[CH:13]=2)[C:8]([CH3:20])([CH3:19])[CH2:7]1)C.[C-]#N.[Na+].CN(C)C=[O:30]>>[CH3:16][O:15][C:12]1[CH:13]=[C:14]2[C:9]([C:8]([CH3:20])([CH3:19])[CH2:7][C:6]2=[O:30])=[CH:10][C:11]=1[OH:17] |f:1.2|. Procedure details: In a three necked reaction flask equipped with a reflux condenser, a mixture of 5 g of 2,3-dihydro-5,6-dimethoxy-3,3-dimethyl-1H-inden-1-one (see example 1) and 5.5 g of sodium cyanide in 44.5 ml of dimethyl formamide was stirred at 100° C. for 40 hours. Then, the mixture was pored on an aqueous NaH2PO4 solution and extracted 4 times with ethyl acetate, dried over Na2CO3, and concentrated. The raw product was chromatographed in methylene chloride containing 1% of methanol to yield 2.5 g of white... Product: Nc1ccc(OCC2CC2)cc1[N+](=O)[O-]. Reaction SMILES: [Br-:18].[C:12](=[O:13])([O-:14])[O-:15].[CH:19]1([CH3:22])[CH2:20][CH2:21]1.[Cs+:16].[Cs+:17].[N:29]#[N:30].[NH2:1][c:2]1[c:3]([N+:9](=[O:10])[O-:11])[cH:4][c:5]([OH:8])[cH:6][cH:7]1.[O:24]=[CH:25][N:26]([CH3:27])[CH3:28].[OH2:23]>>[NH2:1][c:2]1[c:3]([N+:9](=[O:10])[O-:11])[cH:4][c:5]([O:8][CH2:22][CH:19]2[CH2:20][CH2:21]2)[cH:6][cH:7]1. The reactants are [Br-], O=C([O-])[O-], CC1CC1, [Cs+], [Cs+], N#N, Nc1ccc(O)cc1[N+](=O)[O-], CN(C)C=O, O. Starting materials: CCOCC, O=C(O)c1cc([N+](=O)[O-])c(N(CCCl)CCCl)c([N+](=O)[O-])c1, N. Yields the product NC(=O)c1cc([N+](=O)[O-])c(N(CCCl)CCCl)c([N+](=O)[O-])c1. As a reaction SMILES: [CH3:24][CH2:25][O:26][CH2:27][CH3:28].[Cl:1][CH2:2][CH2:3][N:4]([CH2:5][CH2:6][Cl:7])[c:8]1[c:9]([N+:20](=[O:21])[O-:22])[cH:10][c:11]([C:12](=[O:13])[OH:14])[cH:15][c:16]1[N+:17](=[O:18])[O-:19].[NH3:23]>>[Cl:1][CH2:2][CH2:3][N:4]([CH2:5][CH2:6][Cl:7])[c:8]1[c:9]([N+:20](=[O:21])[O-:22])[cH:10][c:11]([C:12](=[O:13])[NH2:23])[cH:15][c:16]1[N+:17](=[O:18])[O-:19]. The reactants are COc1ccc2c(c1)C(=O)C(C)(C)C2, COC(=O)CCc1ccc(O)cc1. The product is COC(=O)CCc1ccc(OC2c3cc(OC)ccc3CC2(C)C)cc1. As a reaction SMILES: [CH3:1][O:2][c:3]1[cH:4][cH:5][c:6]2[c:10]([cH:11]1)[C:9](=[O:12])[C:8]([CH3:13])([CH3:14])[CH2:7]2.[OH:15][c:16]1[cH:17][cH:18][c:19]([CH2:22][CH2:23][C:24](=[O:25])[O:26][CH3:27])[cH:20][cH:21]1>>[CH3:1][O:2][c:3]1[cH:4][cH:5][c:6]2[c:10]([cH:11]1)[CH:9]([O:12][c:16]1[cH:17][cH:18][c:19]([CH2:22][CH2:23][C:24](=[O:25])[O:26][CH3:27])[cH:20][cH:21]1)[C:8]([CH3:13])([CH3:14])[CH2:7]2. Reactants: ClC1=C(C(=NC2=CC(=CC(=C12)F)F)C1=CC(=NC=C1)OC)C (4-chloro-5,7-difluoro-2-(2-methoxypyridin-4-yl)-3-methylquinoline), O1CCN(CC1)C=1C=C2C(=NC1)C1(CN2)CCOCC1 (6′-morpholino-1′,2,2′,3,5,6-hexahydrospiro[pyran-4,3′-pyrrolo[3,2-b]pyridine]), CC(C)([O-])C.[Na+] (sodium tert-butoxide). The reagents and catalysts are CC(C)C1=CC(=C(C(=C1)C(C)C)C2=CC=CC=C2P(C3CCCCC3)C4CCCCC4)C(C)C.C1=CC=C([C-]=C1)CCN.Cl[Pd+] (XPhos precatalyst). Run in C1(=CC=CC=C1)C (toluene). Product: FC1=C2C(=C(C(=NC2=CC(=C1)F)C1=CC(=NC=C1)OC)C)N1CC2(C3=NC=C(C=C31)N3CCOCC3)CCOCC2 (1′-(5,7-difluoro-2-(2-methoxy-4-pyridinyl)-3-methyl-4-quinolinyl)-6′-(4-morpholinyl)-1′,2,2′,3,5,6-hexahydrospiro-[pyran-4,3′-pyrrolo[3,2-b]pyridine]). Reaction SMILES: Cl[C:2]1[C:11]2[C:6](=[CH:7][C:8]([F:13])=[CH:9][C:10]=2[F:12])[N:5]=[C:4]([C:14]2[CH:19]=[CH:18][N:17]=[C:16]([O:20][CH3:21])[CH:15]=2)[C:3]=1[CH3:22].[O:23]1[CH2:28][CH2:27][N:26]([C:29]2[CH:30]=[C:31]3[NH:37][CH2:36][C:35]4([CH2:42][CH2:41][O:40][CH2:39][CH2:38]4)[C:32]3=[N:33][CH:34]=2)[CH2:25][CH2:24]1.CC(C)([O-])C.[Na+]>CC(C1C=C(C(C)C)C(C2C(P(C3CCCCC3)C3CCCCC3)=CC=CC=2)=C(C(C)C)C=1)C.C1C=[C-]C(CCN)=CC=1.Cl[Pd+].C1(C)C=CC=CC=1>[F:12][C:10]1[CH:9]=[C:8]([F:13])[CH:7]=[C:6]2[C:11]=1[C:2]([N:37]1[C:31]3[C:32](=[N:33][CH:34]=[C:29]([N:26]4[CH2:27][CH2:28][O:23][CH2:24][CH2:25]4)[CH:30]=3)[C:35]3([CH2:42][CH2:41][O:40][CH2:39][CH2:38]3)[CH2:36]1)=[C:3]([CH3:22])[C:4]([C:14]1[CH:19]=[CH:18][N:17]=[C:16]([O:20][CH3:21])[CH:15]=1)=[N:5]2 |f:2.3,4.5.6|. Reported procedure: Prepared according to procedure Y by stirring 4-chloro-5,7-difluoro-2-(2-methoxypyridin-4-yl)-3-methylquinoline (50 mg, 0.16 mmol), 6′-morpholino-1′,2,2′,3,5,6-hexahydrospiro[pyran-4,3′-pyrrolo[3,2-b]pyridine] (42.9 mg, 0.16 mmol), sodium tert-butoxide (33.0 mg, 0.34 mmol), XPhos precatalyst (23.0 mg, 0.031 mmol), and toluene (1.7 mL) at 85° C. for 6 h. Purification by reverse-phase HPLC (0-70% acetonitrile in water) gave 1′-(5,7-difluoro-2-(2-methoxy-4-pyridinyl)-3-methyl-4-quinolinyl)-6′-(4-mo...